Dataset: the Open Reaction Database (ORD), a public repository of structured organic reaction records. Task: describe an organic reaction: reactants, conditions, products, and yield Reactants: FC(S(=O)(=O)C=1C=CC2=C(O[C@H](CO2)COS(=O)(=O)C2=CC=C(C=C2)C)C1)(F)F ([(2R)-7-(trifluoromethylsulfonyl)-2,3-dihydro-1,4-benzodioxin-2-yl]methyl-4-methylbenzenesulfonate), Cl (hydrochloric acid), C(CC)N (propan-1-amine), amine. Run in C(C)#N (ACN). The product is FC(S(=O)(=O)C=1C=CC2=C(O[C@H](CO2)CNCCC)C1)(F)F (N-{[(2S)-7-(TRIFLUOROMETHYLSULFONYL)-2,3-DIHYDRO-1,4-BENZODIOXIN-2-YL]METHYL}PROPAN-1-AMINE). Reaction SMILES: [F:1][C:2]([F:29])([F:28])[S:3]([C:6]1[CH:7]=[CH:8][C:9]2[O:14][CH2:13][C@H:12]([CH2:15]OS(C3C=CC(C)=CC=3)(=O)=O)[O:11][C:10]=2[CH:27]=1)(=[O:5])=[O:4].[CH2:30]([NH2:33])[CH2:31][CH3:32].Cl>C(#N)C>[F:28][C:2]([F:29])([F:1])[S:3]([C:6]1[CH:7]=[CH:8][C:9]2[O:14][CH2:13][C@H:12]([CH2:15][NH:33][CH2:30][CH2:31][CH3:32])[O:11][C:10]=2[CH:27]=1)(=[O:5])=[O:4]. Procedure: Preparation according to Example 2 using [(2R)-7-(trifluoromethylsulfonyl)-2,3-dihydro-1,4-benzodioxin-2-yl]methyl-4-methylbenzenesulfonate (0.39 g, 0.98 mmol), propan-1-amine (1 ml) and ACN (2 ml). Yield: 0.150 g, 45%. The amine was converted to the hydrochloric acid salt and recrystallized from acetonitrile. M.p. 175° C. MS m/z (rel. intensity, 70 eV) 339 (M+, 2) 310 (10), 270 (6), 72 (bp), 70 (6). [α]=+50° (MeOH). The reactants are [Na] (sodium), C(C1=CC=CC=C1)OC1=C2C=C(C(=CC2=CC=C1)C(=O)OCC)O (ethyl 5-benzyloxy-3-hydroxy-2-naphthoate), N1(CCCCC1)CCCl (2-Piperidinoethyl chloride). Run in C(C)O (ethanol), C1=CC=CC=C1 (benzene). The yield is 38.0%. The product is Cl.C(C1=CC=CC=C1)OC1=C2C=C(C(=CC2=CC=C1)C(=O)OCC)OCCN1CCCCC1 (ethyl 5-benzyloxy-3-(2- piperidinoethoxy)-2-naphthoate hydrochloride). Reaction conditions: time 48 hour. Procedure: To a stirred solution of 1.4 g (0.062 g atom) of sodium, in 500 cc ethanol, was added 20 g (0.063 mole) of ethyl 5-benzyloxy-3-hydroxy-2-naphthoate. The reaction mixture was warmed to reflux for one hour. 2-Piperidinoethyl chloride (16.2 g 0.11 mole) dissolved in 100 cc of benzene was added dropwise to the reaction mixture. The benzene was removed by azeotropic distillation during which time the reaction volume was maintained at 500 cc by the periodic addition of ethanol. Refluxing was continued... RXN SMILES: [Na].[CH2:2]([O:9][C:10]1[CH:19]=[CH:18][CH:17]=[C:16]2[C:11]=1[CH:12]=[C:13]([OH:25])[C:14]([C:20]([O:22][CH2:23][CH3:24])=[O:21])=[CH:15]2)[C:3]1[CH:8]=[CH:7][CH:6]=[CH:5][CH:4]=1.[N:26]1([CH2:32][CH2:33][Cl:34])[CH2:31][CH2:30][CH2:29][CH2:28][CH2:27]1>C(O)C.C1C=CC=CC=1>[ClH:34].[CH2:2]([O:9][C:10]1[CH:19]=[CH:18][CH:17]=[C:16]2[C:11]=1[CH:12]=[C:13]([O:25][CH2:33][CH2:32][N:26]1[CH2:31][CH2:30][CH2:29][CH2:28][CH2:27]1)[C:14]([C:20]([O:22][CH2:23][CH3:24])=[O:21])=[CH:15]2)[C:3]1[CH:4]=[CH:5][CH:6]=[CH:7][CH:8]=1 |f:5.6,^1:0|. Reactants: CC(C)(C)OC(=O)N1CCN(C(C)(C)CO)CC1, ClCCl, Cl. Product: Cl, CC(C)(CO)N1CCNCC1. As a reaction SMILES: [C:1]([O:2][C:3](=[O:4])[N:8]1[CH2:9][CH2:10][N:11]([C:14]([CH2:15][OH:16])([CH3:17])[CH3:18])[CH2:12][CH2:13]1)([CH3:5])([CH3:6])[CH3:7].[Cl:20][CH2:21][Cl:22].[ClH:19]>>[ClH:19].[NH:8]1[CH2:9][CH2:10][N:11]([C:14]([CH2:15][OH:16])([CH3:17])[CH3:18])[CH2:12][CH2:13]1. The reactants are C1(CCCC1)OC=1C=C(C=CC1OC)[C@H](CC1=CC=NC=C1)C1=CC=CC=C1 ((R)-(+)-4-[2-(3-cyclopentyloxy-4-methoxyphenyl)-2-phenylethyl] pyridine), CCOC(=O)C (EtOAc), II (iodine). The reagents and catalysts are [O-]S(=O)(=O)C(F)(F)F.[Ag+] (silver triflate). Run in C(Cl)(Cl)Cl (CHCl3). Yields the product C1(CCCC1)OC=1C=C(C(=CC1OC)I)[C@H](CC1=CC=NC=C1)C1=CC=CC=C1 ((R)-4-[2-(3-Cyclopentyloxy-6-iodo-4-methoxyphenyl)-2-phenylethyl]pyridine). Isolated yield 90.3%. Reaction SMILES: [CH:1]1([O:6][C:7]2[CH:8]=[C:9]([C@@H:15]([C:23]3[CH:28]=[CH:27][CH:26]=[CH:25][CH:24]=3)[CH2:16][C:17]3[CH:22]=[CH:21][N:20]=[CH:19][CH:18]=3)[CH:10]=[CH:11][C:12]=2[O:13][CH3:14])[CH2:5][CH2:4][CH2:3][CH2:2]1.[I:29]I.CCOC(C)=O>C(Cl)(Cl)Cl.[O-]S(C(F)(F)F)(=O)=O.[Ag+]>[CH:1]1([O:6][C:7]2[CH:8]=[C:9]([C@@H:15]([C:23]3[CH:24]=[CH:25][CH:26]=[CH:27][CH:28]=3)[CH2:16][C:17]3[CH:22]=[CH:21][N:20]=[CH:19][CH:18]=3)[C:10]([I:29])=[CH:11][C:12]=2[O:13][CH3:14])[CH2:5][CH2:4][CH2:3][CH2:2]1 |f:4.5|. Procedure: From (R)-(+)-4-[2-(3-cyclopentyloxy-4-methoxyphenyl)-2-phenylethyl] pyridine (made as described in International Patent Specification No. WO 94/14742) (1.82 g, 4.88 mmol) in CHCl3 (50 ml)m, silver triflate (1.26 g, 4.88 mmol) and iodine (1.24 g, 4.88 mmol). Chromatography (SiO2 ;EtOAc) afforded the title compound (2.2 g) as a colourless gum. (Found C, 59.23; H, 5.32; N, 2.67. C23H26NO2 l requires C, 60.13; H, 5.25; N, 2.81) δH (CDCl3) 1.5-1.9 (8H, m,CH2)4), 3.25 (1H, d, J 5 Hz, CH2 pyridine), 3.... Reaction SMILES: Cl[C:2]1[CH:11]=[CH:10][N:9]=[C:8]2[C:3]=1[C:4]1[CH:16]=[CH:15][CH:14]=[CH:13][C:5]=1[C:6](=[O:12])[NH:7]2.[CH3:17][O:18][C:19]1[CH:20]=[C:21]([CH:23]=[CH:24][CH:25]=1)[NH2:22]>>[CH3:17][O:18][C:19]1[CH:20]=[C:21]([NH:22][C:2]2[CH:11]=[CH:10][N:9]=[C:8]3[C:3]=2[C:4]2[CH:16]=[CH:15][CH:14]=[CH:13][C:5]=2[C:6](=[O:12])[NH:7]3)[CH:23]=[CH:24][CH:25]=1. Yields the product COC=1C=C(C=CC1)NC1=C2C3=C(C(NC2=NC=C1)=O)C=CC=C3 (1-(3-Methoxy-phenylamino)-5H-benzo[c][1,8]naphthyridin-6-one). Isolated yield 78.4%. Starting materials: ClC1=C2C3=C(C(NC2=NC=C1)=O)C=CC=C3 (1-Chloro-5H-benzo[c][1,8]naphthyridin-6-one), COC=1C=C(N)C=CC1 (3-methoxyaniline). Procedure details: The title compound was synthesized according to the procedure described for the preparation of Example 188 using Compound 83 (100 mg, 0.43 mmol) and 3-methoxyaniline (107 mg, 0.87 mmol) to provide 193 (107 mg, 78% yield) as a white solid. LC-MS (M+H=318, obsd.=318). Reactants: B, C1CCOC1, CCC(=O)Nc1c2c(nc3c1c(C)c(C)n3-c1ccc(OC)cc1C)CCC2, CO, CSC, CCOC(C)=O. The product is CCCNc1c2c(nc3c1c(C)c(C)n3-c1ccc(OC)cc1C)CCC2. Reaction SMILES: [BH3:39].[CH2:31]1[O:32][CH2:33][CH2:34][CH2:35]1.[CH3:1][c:2]1[c:3]([CH3:28])[c:4]2[c:5]([n:6][c:7]3[c:8]([c:9]2[NH:10][C:11](=[O:12])[CH2:13][CH3:14])[CH2:15][CH2:16][CH2:17]3)[n:18]1-[c:19]1[c:20]([CH3:27])[cH:21][c:22]([O:25][CH3:26])[cH:23][cH:24]1.[CH3:29][OH:30].[CH3:36][S:37][CH3:38].[CH3:40][CH2:41][O:42][C:43](=[O:44])[CH3:45]>>[CH3:1][c:2]1[c:3]([CH3:28])[c:4]2[c:5]([n:6][c:7]3[c:8]([c:9]2[NH:10][CH2:11][CH2:13][CH3:14])[CH2:15][CH2:16][CH2:17]3)[n:18]1-[c:19]1[c:20]([CH3:27])[cH:21][c:22]([O:25][CH3:26])[cH:23][cH:24]1.